Dataset: the Open Reaction Database (ORD), a public repository of structured organic reaction records. Task: describe an organic reaction: reactants, conditions, products, and yield Reactants: COCOc1ccc(Br)nc1, CC(C)(C)C[Mg+], C1CCOC1, [Cl-]. Product: COCOc1ccc(CC(C)(C)C)nc1. Reaction SMILES: [Br:1][c:2]1[n:3][cH:4][c:5]([O:8][CH2:9][O:10][CH3:11])[cH:6][cH:7]1.[CH2:13]([C:14]([CH3:15])([CH3:16])[CH3:17])[Mg+:18].[CH2:19]1[O:20][CH2:21][CH2:22][CH2:23]1.[Cl-:12]>>[c:2]1([CH2:13][C:14]([CH3:15])([CH3:16])[CH3:17])[n:3][cH:4][c:5]([O:8][CH2:9][O:10][CH3:11])[cH:6][cH:7]1. Starting materials: N[C@H]1[C@H]([C@@H](O[C@@H]1C(=O)O)N1C2=NC=NC(=C2N=C1)NC(C1=CC=CC=C1)=O)O (3-amino-1-(6-benzoylamino-9H-purin-9-yl)-1,3-dideoxy-β-D-ribofuranuronic acid), N-hydroxysuccinimide ester, [N+](=O)([O-])C1=CC=C(COC(=O)C(C(=O)O)C2=CC=CC=C2)C=C1 (2-(4-nitrobenzyloxycarbonyl)-2-phenylacetic acid). The product is C(C1=CC=CC=C1)(=O)NC1=C2N=CN(C2=NC=N1)[C@H]1[C@H](O)[C@@H]([C@H](O1)C(=O)O)NC(C(C1=CC=CC=C1)C(=O)OCC1=CC=C(C=C1)[N+](=O)[O-])=O (1-(6-Benzoylamino-9H-purin-9-yl)-3-[2-(4-nitrobenzyloxycarbonyl)-2-phenylacetylamino]-1,3-dideoxy-β-D-ribofuranuronic acid). The yield is 59.2%. Reaction SMILES: [NH2:1][C@@H:2]1[C@@H:6]([C:7]([OH:9])=[O:8])[O:5][C@@H:4]([N:10]2[CH:18]=[N:17][C:16]3[C:11]2=[N:12][CH:13]=[N:14][C:15]=3[NH:19][C:20](=[O:27])[C:21]2[CH:26]=[CH:25][CH:24]=[CH:23][CH:22]=2)[C@@H:3]1[OH:28].[N+:29]([C:32]1[CH:51]=[CH:50][C:35]([CH2:36][O:37][C:38]([CH:40]([C:44]2[CH:49]=[CH:48][CH:47]=[CH:46][CH:45]=2)[C:41](O)=[O:42])=[O:39])=[CH:34][CH:33]=1)([O-:31])=[O:30]>>[C:20]([NH:19][C:15]1[N:14]=[CH:13][N:12]=[C:11]2[C:16]=1[N:17]=[CH:18][N:10]2[C@@H:4]1[O:5][C@H:6]([C:7]([OH:9])=[O:8])[C@@H:2]([NH:1][C:41](=[O:42])[CH:40]([C:38]([O:37][CH2:36][C:35]2[CH:34]=[CH:33][C:32]([N+:29]([O-:31])=[O:30])=[CH:51][CH:50]=2)=[O:39])[C:44]2[CH:49]=[CH:48][CH:47]=[CH:46][CH:45]=2)[C@H:3]1[OH:28])(=[O:27])[C:21]1[CH:26]=[CH:25][CH:24]=[CH:23][CH:22]=1. Procedure details: 1-(6-Benzoylamino-9H-purin-9-yl)-3-[2-(4-nitrobenzyloxycarbonyl)-2-phenylacetylamino]-1,3-dideoxy-β-D-ribofuranuronic acid (315 mg) was prepared by reacting 1-(6-benzoylamino-9H-purin-9-yl)-1,3-dideoxy-3-amino-β-D-ribofuranuronic acid (300 mg) prepared in Example 1 with N-hydroxysuccinimide ester of 2-(4-nitrobenzyloxycarbonyl)-2-phenylacetic acid (386 mg) according to a similar manner to that of Example 5, mp. 168°-175° C. (dec.). Reactants: ( 2 ), COC1=C(C=CC(=C1)[N+](=O)[O-])B1OC(C(O1)(C)C)(C)C (2-(2-methoxy-4-nitrophenyl)-4,4,5,5-tetramethyl-1,3,2-dioxaborolane), BrC1=CN=[N+](C(=C1)C)[O-] (4-bromo-6-methylpyridazine 1-oxide), C([O-])([O-])=O.[Cs+].[Cs+] (cesium carbonate). Reagents/catalysts: Cl[Pd]Cl.C1(=CC=CC=C1)P([C-]1C=CC=C1)C1=CC=CC=C1.[C-]1(C=CC=C1)P(C1=CC=CC=C1)C1=CC=CC=C1.[Fe+2] ([1,1′-bis(diphenylphosphino)ferrocene]-dichloropalladium(II)). Solvent: O1CCOCC1 (1,4-dioxane). Reaction conditions: temperature 110 celsius. Product: COC1=C(C=CC(=C1)[N+](=O)[O-])C1=CN=[N+](C(=C1)C)[O-] (4-(2-methoxy-4-nitrophenyl)-6-methylpyridazine 1-oxide). Yield: 48.7%. RXN SMILES: [CH3:1][O:2][C:3]1[CH:8]=[C:7]([N+:9]([O-:11])=[O:10])[CH:6]=[CH:5][C:4]=1B1OC(C)(C)C(C)(C)O1.Br[C:22]1[CH:27]=[C:26]([CH3:28])[N+:25]([O-:29])=[N:24][CH:23]=1.C(=O)([O-])[O-].[Cs+].[Cs+]>Cl[Pd]Cl.C1(P(C2C=CC=CC=2)[C-]2C=CC=C2)C=CC=CC=1.[C-]1(P(C2C=CC=CC=2)C2C=CC=CC=2)C=CC=C1.[Fe+2].O1CCOCC1>[CH3:1][O:2][C:3]1[CH:8]=[C:7]([N+:9]([O-:11])=[O:10])[CH:6]=[CH:5][C:4]=1[C:22]1[CH:27]=[C:26]([CH3:28])[N+:25]([O-:29])=[N:24][CH:23]=1 |f:2.3.4,5.6.7.8|. Procedure details: Step L (2): A high pressure bottle was charged with 2-(2-methoxy-4-nitrophenyl)-4,4,5,5-tetramethyl-1,3,2-dioxaborolane (6.1 g, 13.8 mmol), [1,1′-bis(diphenylphosphino)ferrocene]-dichloropalladium(II) (1:1 complex with dichloromethane, 1.0 g, 1.1 mmol), 4-bromo-6-methylpyridazine 1-oxide (2.0 g, 11 mmol, B. Buettelmann et. al US Patent Application Publication 2004/0254179 A1), cesium carbonate (in 5 mL of water, 8.0 g, 21 mmol), and 1,4-dioxane (80 mL). The mixture was degassed by bubbling nitro... Starting materials: ice water, CC1(OC2=C(O1)C=CC(=C2)NC(=O)C)C (2,2-dimethyl-5-acetamino-1,3-benzodioxole), [N+](=O)(O)[O-] (nitric acid). The solvent is C(C)(=O)O (acetic acid), C(C)(=O)O (acetic acid). Conditions: time 3 hour. The product is CC1(OC2=C(O1)C=C(C(=C2)NC(=O)C)[N+](=O)[O-])C (2,2-dimethyl-5-acetamino-6-nitro-1,3-benzodioxole). The yield is 98.2%. RXN SMILES: [CH3:1][C:2]1([CH3:15])[O:6][C:5]2[CH:7]=[CH:8][C:9]([NH:11][C:12]([CH3:14])=[O:13])=[CH:10][C:4]=2[O:3]1.[N+:16]([O-])([OH:18])=[O:17]>C(O)(=O)C>[CH3:1][C:2]1([CH3:15])[O:6][C:5]2[CH:7]=[C:8]([N+:16]([O-:18])=[O:17])[C:9]([NH:11][C:12]([CH3:14])=[O:13])=[CH:10][C:4]=2[O:3]1. Reported procedure: 18.4 g of 2,2-dimethyl-5-acetamino-1,3-benzodioxole were nitrated at 15°-25° C. in 90 ml of glacial acetic acid by the dropwise addition of 9.5 ml of nitric acid (d=1.4) in 30 ml of glacial acetic acid. After stirring at room temperature for 3 hours, the suspension was poured into ice/water and the crystals were removed by filtration under suction. These were made into a paste with methanol and again suction filtered. There were obtained 22.0 g (98.2% of theory) of 2,2-dimethyl-5-acetamino-6-nit... Reactants: C(CCCCCCC)OC1=CC=C(C=O)C=C1 (4-octyloxybenzaldehyde), [H-].[Al+3].[Li+].[H-].[H-].[H-] (lithium aluminum hydride), [F-].[Na+] (sodium fluoride), O (water). Run in O1CCCC1 (tetrahydrofuran), O1CCCC1 (tetrahydrofuran). The product is C(CCCCCCC)OC1=CC=C(CO)C=C1 (4-octyloxybenzyl alcohol). The yield is 99.5%. Reaction SMILES: [H-].[Al+3].[Li+].[H-].[H-].[H-].[CH2:7]([O:15][C:16]1[CH:23]=[CH:22][C:19]([CH:20]=[O:21])=[CH:18][CH:17]=1)[CH2:8][CH2:9][CH2:10][CH2:11][CH2:12][CH2:13][CH3:14].[F-].[Na+].O>O1CCCC1>[CH2:7]([O:15][C:16]1[CH:17]=[CH:18][C:19]([CH2:20][OH:21])=[CH:22][CH:23]=1)[CH2:8][CH2:9][CH2:10][CH2:11][CH2:12][CH2:13][CH3:14] |f:0.1.2.3.4.5,7.8|. Procedure: To a suspension of lithium aluminum hydride (4.05 g) in tetrahydrofuran (475 ml) was added dropwise a solution of 4-octyloxybenzaldehyde (25 g) in tetrahydrofuran (25 ml) at 55°-60° C. The reaction mixture was stirred under reflux for 1 hour. Thereto, sodium fluoride (35.84 g) and water (11.52 ml) were added under ice-cooling. The mixture was stirred for 30 minutes, and filtered. The filtrate was evaporated in vacuo to give 4-octyloxybenzyl alcohol (25.1 g) as crystals.